Dataset: the Open Reaction Database (ORD), a public repository of structured organic reaction records. Task: describe an organic reaction: reactants, conditions, products, and yield Starting materials: [H][H] (hydrogen), [H][H] (hydrogen), [BH4-].[Na+] (sodium borohydride), aldehyde, ClC=1CC2=CC=CC=C2C1 (2-chloroindene), C(=O)OCC (ethyl formate), [H-].[Na+] (sodium hydride), [H-].[Na+] (sodium hydride). The solvent is O (water), O (water), C(C)(=O)O (acetic acid), CCOCC (ether). Product: ClC=1C(C2=CC=CC=C2C1)CO (2-CHLORO-1-INDENYLMETHANOL). RXN SMILES: [Cl:1][C:2]1[CH2:3][C:4]2[C:9]([CH:10]=1)=[CH:8][CH:7]=[CH:6][CH:5]=2.[CH:11](OCC)=[O:12].[H-].[Na+].[H][H].[BH4-].[Na+]>C(O)(=O)C.O.CCOCC>[Cl:1][C:2]1[CH:3]([CH2:11][OH:12])[C:4]2[C:9]([CH:10]=1)=[CH:8][CH:7]=[CH:6][CH:5]=2 |f:2.3,5.6|. Procedure details: A flask is charged with 75 gr (0.5 mol) 2-chloroindene, 50 ml (0.6 mol) ethyl formate, 400 ml dry ether and 23 gr (0.6 mol) sodium hydride (50-60% dispersion in oil). The mixture is heated to reflux to start the reaction, as indicated by a vigorous hydrogen evolution. The flask is cooled in an ice water bath, until hydrogen evolution subsides, then refluxed again for an additional ten minutes. Excess sodium hydride is carefully decomposed with water, and more water is added to form two layers. T... Reaction SMILES: [Cl:1][C:2]1[CH:7]=[CH:6][C:5]([N:8]=[C:9]=[S:10])=[CH:4][CH:3]=1.Cl.[O-:12][Mn](=O)(=O)=O.[K+].[CH3:18][N:19]=[C:20]=[O:21]>>[Cl:1][C:2]1[CH:7]=[CH:6][C:5]([N:8]2[C:9](=[O:12])[S:10][N:19]([CH3:18])[C:20]2=[O:21])=[CH:4][CH:3]=1 |f:2.3|. The reactants are ClC1=CC=C(C=C1)N=C=S (4-Chlorophenyl isothiocyanate), CN=C=O (methyl isocyanate), Cl (HCl), [O-][Mn](=O)(=O)=O.[K+] (KMnO4). Procedure: Reagents: 4-Chlorophenyl isothiocyanate (1.1 g, 6.5 mmol), 35% HCl (3.1 ml), KMnO4 (0.5 g), methyl isocyanate (0.38 ml, 6.5 mmol). Product: ClC1=CC=C(C=C1)N1C(N(SC1=O)C)=O (4-(4-Chlorophenyl)-2-methyl-1,2,4-thiadiazolidine-3,5-dione). The reactants are BrC1=C(C=C(C=C1)Cl)OC (2-bromo-5-chloroanisole), C(CC#C)O (3-butyn-1-ol). The reagents and catalysts are C=1C=CC(=CC1)[P](C=2C=CC=CC2)(C=3C=CC=CC3)[Pd]([P](C=4C=CC=CC4)(C=5C=CC=CC5)C=6C=CC=CC6)([P](C=7C=CC=CC7)(C=8C=CC=CC8)C=9C=CC=CC9)[P](C=1C=CC=CC1)(C=1C=CC=CC1)C=1C=CC=CC1 (Pd(PPh3)4), [Cu]I (CuI). Run in N1CCCC1 (pyrrolidine), N1CCCC1 (pyrrolidine). Reaction conditions: temperature 80 celsius, time 6 hour. The product is ClC1=CC(=C(C=C1)C#CCCO)OC (4-(4-chloro-2-methoxy-phenyl)-but-3-yn-1-ol). Isolated yield 77.0%. RXN SMILES: Br[C:2]1[CH:7]=[CH:6][C:5]([Cl:8])=[CH:4][C:3]=1[O:9][CH3:10].[CH2:11]([OH:15])[CH2:12][C:13]#[CH:14]>N1CCCC1.C1C=CC([P]([Pd]([P](C2C=CC=CC=2)(C2C=CC=CC=2)C2C=CC=CC=2)([P](C2C=CC=CC=2)(C2C=CC=CC=2)C2C=CC=CC=2)[P](C2C=CC=CC=2)(C2C=CC=CC=2)C2C=CC=CC=2)(C2C=CC=CC=2)C2C=CC=CC=2)=CC=1.[Cu]I>[Cl:8][C:5]1[CH:6]=[CH:7][C:2]([C:14]#[C:13][CH2:12][CH2:11][OH:15])=[C:3]([O:9][CH3:10])[CH:4]=1 |^1:24,26,45,64|. Procedure details: To a stirred solution of 2-bromo-5-chloroanisole (2 g, 9 mmol), Pd(PPh3)4 (520 mg, 0.45 mmol), and CuI (400 mg) in pyrrolidine (20 mL) was added a solution of 3-butyn-1-ol (1.26 g, 18 mmol) in pyrrolidine (30 mL). The reaction mixture was stirred at 80° C. for 6 h, and then concentrated in vacuo. The resulting residue was extracted with ethyl acetate and the organic phase was washed with 1N hydrochloric acid, followed by water, then brine, and dried over sodium sulfate. Upon removal of the solve... As a reaction SMILES: C1(C(=[N:14][C:15]([CH2:26][CH2:27][CH2:28][CH:29]=[CH2:30])([CH2:21][CH2:22][CH2:23][CH:24]=[CH2:25])[C:16]([O:18][CH2:19][CH3:20])=[O:17])C2C=CC=CC=2)C=CC=CC=1.Cl.[CH:32]1[C:44]2[CH:43]([CH2:45]OC(ON3C(=O)CCC3=O)=O)[C:42]3[C:37](=[CH:38][CH:39]=[CH:40][CH:41]=3)[C:36]=2[CH:35]=[CH:34][CH:33]=1.[C:57](=[O:60])([O-:59])[O-].[Na+].[Na+]>C(OCC)C.CC(C)=O.O>[CH:41]1[C:42]2[CH:43]([CH2:45][O:59][C:57]([NH:14][C:15]([CH2:21][CH2:22][CH2:23][CH:24]=[CH2:25])([CH2:26][CH2:27][CH2:28][CH:29]=[CH2:30])[C:16]([O:18][CH2:19][CH3:20])=[O:17])=[O:60])[C:44]3[C:36](=[CH:35][CH:34]=[CH:33][CH:32]=3)[C:37]=2[CH:38]=[CH:39][CH:40]=1 |f:3.4.5|. The product is C1=CC=CC=2C3=CC=CC=C3C(C12)COC(=O)NC(C(=O)OCC)(CCCC=C)CCCC=C (Ethyl 2-(((9H-fluoren-9-yl)methoxy)carbonylamino)-2-(pent-4-enyl)hept-6-enoate). Solvent: C(C)OCC (ethyl ether), CC(=O)C (acetone), CC(=O)C (acetone), O (water). Reaction conditions: time 15 minute. The reactants are C1(=CC=CC=C1)C(C1=CC=CC=C1)=NC(C(=O)OCC)(CCCC=C)CCCC=C (Ethyl 2-(diphenylmethyleneamino)-2-(pent-4-enyl)hept-6-enoate), solution, Cl (hydrochloric acid), C1=CC=CC=2C3=CC=CC=C3C(C12)COC(=O)ON1C(CCC1=O)=O (N-(9-fluorenylmethoxycarbonyloxy)succinimide), C([O-])([O-])=O.[Na+].[Na+] (sodium carbonate). Procedure details: To a stirred solution of crude ethyl 2-(diphenylmethyleneamino)-2-(pent-4-enyl)hept-6-enoate 11 (18.2 g, 45.1 mmol) in ethyl ether (200 mL) was added a 6N solution of hydrochloric acid (45 mL) at 0° C. over 45 min and the resulting mixture was stirred for another 15 min. The organics were extracted in ethyl ether (2×100 mL), and the combined etherial layer was concentrated. The residue was dissolved in acetone (75 mL), to which a solution of N-(9-fluorenylmethoxycarbonyloxy)succinimide (16 g, 47... Starting materials: O=C(O)c1ccc(CBr)c([N+](=O)[O-])c1, ClCCCl, NNC(=O)c1ccc(Cl)cc1, ClCCl. Product: O=C(NNC(=O)c1ccc(CBr)c([N+](=O)[O-])c1)c1ccc(Cl)cc1. RXN SMILES: [Br:12][CH2:13][c:14]1[c:15]([N+:23](=[O:24])[O-:25])[cH:16][c:17]([C:18](=[O:19])[OH:20])[cH:21][cH:22]1.[CH2:26]([Cl:27])[CH2:28][Cl:29].[Cl:1][c:2]1[cH:3][cH:4][c:5]([C:6](=[O:7])[NH:8][NH2:9])[cH:10][cH:11]1.[Cl:30][CH2:31][Cl:32]>>[Cl:1][c:2]1[cH:3][cH:4][c:5]([C:6](=[O:7])[NH:8][NH:9][C:18]([c:17]2[cH:16][c:15]([N+:23](=[O:24])[O-:25])[c:14]([CH2:13][Br:12])[cH:22][cH:21]2)=[O:19])[cH:10][cH:11]1. Starting materials: CCCCCC.C(C)(=O)OC=C.C(C=C)(=O)OC (hexane vinyl acetate methyl acrylate), CN(C=O)C (dimethylformamide). Run in CCCCCC (hexane). Yields the product C(C)(=O)OC=C (vinyl acetate), C(C=C)(=O)OC (methyl acrylate). Isolated yield 2.7%. RXN SMILES: CCCCCC.[C:7]([O:10][CH:11]=[CH2:12])(=[O:9])[CH3:8].[C:13]([O:17][CH3:18])(=[O:16])[CH:14]=[CH2:15].CN(C)C=O>CCCCCC>[C:7]([O:10][CH:11]=[CH2:12])(=[O:9])[CH3:8].[C:13]([O:17][CH3:18])(=[O:16])[CH:14]=[CH2:15] |f:0.1.2|. Procedure details: One hundred grams of the hexane-vinyl acetate-methyl acrylate azeotrope and 50 grams of dimethylformamide were charged to an Othmer type vapor liquid equilibrium still and refluxed for three hours. Analysis of the vapor and liquid by gas Chromatography gave a vapor composition of 62.8% hexane, 34.5% vinyl acetate and 2.7% methyl acrylate and a liquid composition of 19.6% hexane, 72.6% vinyl acetate and 7.8% methyl acrylate. This indicates a relative volatility of hexane to vinyl acetate of 6.7, ...